This data is from the Open Reaction Database (ORD), a public repository of structured organic reaction records. The task is: describe an organic reaction: reactants, conditions, products, and yield As a reaction SMILES: [CH3:8][O:9][C:10]([c:11]1[cH:12][cH:13][c:14](-[c:17]2[s:18][c:19]([NH2:22])[n:20][n:21]2)[cH:15][cH:16]1)=[O:23].[F:1][C:2]([F:3])([F:4])[C:5]([OH:6])=[O:7].[Na+:25].[OH-:24].[OH2:26]>>[O:9]=[C:10]([c:11]1[cH:12][cH:13][c:14](-[c:17]2[s:18][c:19]([NH2:22])[n:20][n:21]2)[cH:15][cH:16]1)[OH:23]. Product: Nc1nnc(-c2ccc(C(=O)O)cc2)s1. Reactants: COC(=O)c1ccc(-c2nnc(N)s2)cc1, O=C(O)C(F)(F)F, [Na+], [OH-], O. The reactants are [F-].[K+] (potassium fluoride), FC(C(=O)F)(C(F)(F)F)C(F)(F)F (perfluoroisobutryl fluoride), S(=O)(=O)(OCC)OCC (diethyl sulfate). Solvent: CN(C=O)C (dimethyl formamide). Product: C(F)(C(F)(F)F)(C(F)(F)F)C(F)(F)OCC ((CF3)2CFCF2OC2H5). The yield is 75.7%. RXN SMILES: [F-:1].[K+].[F:3][C:4]([C:12]([F:15])([F:14])[F:13])([C:8]([F:11])([F:10])[F:9])[C:5]([F:7])=[O:6].S(O[CH2:23][CH3:24])(OCC)(=O)=O>CN(C)C=O>[C:4]([C:5]([O:6][CH2:23][CH3:24])([F:1])[F:7])([C:8]([F:10])([F:9])[F:11])([C:12]([F:13])([F:14])[F:15])[F:3] |f:0.1|. Procedure: The title compound was prepared essentially as in Example 1 using anhydrous potassium fluoride (31.9 g, 0.55 mole), anhydrous dimethyl formamide (184 g), perfluoroisobutryl fluoride (112.3 g of 77% purity, 0.4 mole), and diethyl sulfate (100.1 g, 0.65 mole). The resulting mixture was worked up essentially as in Example 3 to yield 80 g of the title compound. The product identity was confirmed by IR, GCMS, and 1H and 19F NMR. Starting materials: CCO, Cn1c(Cl)nc(-c2ccncc2)c(-c2cccc(C(F)(F)F)c2)c1=O, Cl, [Na+], [Na+], O=C([O-])[O-], NCCC(N)c1ccccc1. Yields the product Cl, Cn1c(NCCC(N)c2ccccc2)nc(-c2ccncc2)c(-c2cccc(C(F)(F)F)c2)c1=O. Reaction SMILES: [CH3:44][CH2:45][OH:46].[Cl:8][c:9]1[n:10][c:11](-[c:27]2[cH:28][cH:29][n:30][cH:31][cH:32]2)[c:12](-[c:17]2[cH:18][c:19]([C:23]([F:24])([F:25])[F:26])[cH:20][cH:21][cH:22]2)[c:13](=[O:16])[n:14]1[CH3:15].[ClH:7].[Na+:1].[Na+:2].[O-:3][C:4](=[O:5])[O-:6].[c:33]1([CH:39]([CH2:40][CH2:41][NH2:42])[NH2:43])[cH:34][cH:35][cH:36][cH:37][cH:38]1>>[ClH:8].[c:9]1([NH:42][CH2:41][CH2:40][CH:39]([c:33]2[cH:34][cH:35][cH:36][cH:37][cH:38]2)[NH2:43])[n:10][c:11](-[c:27]2[cH:28][cH:29][n:30][cH:31][cH:32]2)[c:12](-[c:17]2[cH:18][c:19]([C:23]([F:24])([F:25])[F:26])[cH:20][cH:21][cH:22]2)[c:13](=[O:16])[n:14]1[CH3:15]. Reagents/catalysts: C=1C=CC(=CC1)[P](C=2C=CC=CC2)(C=3C=CC=CC3)[Pd]([P](C=4C=CC=CC4)(C=5C=CC=CC5)C=6C=CC=CC6)([P](C=7C=CC=CC7)(C=8C=CC=CC8)C=9C=CC=CC9)[P](C=1C=CC=CC1)(C=1C=CC=CC1)C=1C=CC=CC1 (tetrakis(triphenylphosphine)palladium(0)). Yields the product NC=1N=C(C2=C(N1)C=CC(=N2)C2=CC=C(C=C2)F)OCC(F)(F)F (2-amino-4-(trifluoroethoxy)-6-(4-fluorophenyl)-pyrido[3,2-d]pyrimidine). Solvent: O1CCOCC1 (dioxane), O (water). RXN SMILES: [NH2:1][C:2]1[N:3]=[C:4]([O:13][CH2:14][C:15]([F:18])([F:17])[F:16])[C:5]2[N:11]=[C:10](Cl)[CH:9]=[CH:8][C:6]=2[N:7]=1.[F:19][C:20]1[CH:25]=[CH:24][C:23](B(O)O)=[CH:22][CH:21]=1.C(=O)([O-])[O-].[K+].[K+]>O1CCOCC1.O.C1C=CC([P]([Pd]([P](C2C=CC=CC=2)(C2C=CC=CC=2)C2C=CC=CC=2)([P](C2C=CC=CC=2)(C2C=CC=CC=2)C2C=CC=CC=2)[P](C2C=CC=CC=2)(C2C=CC=CC=2)C2C=CC=CC=2)(C2C=CC=CC=2)C2C=CC=CC=2)=CC=1>[NH2:1][C:2]1[N:3]=[C:4]([O:13][CH2:14][C:15]([F:18])([F:17])[F:16])[C:5]2[N:11]=[C:10]([C:23]3[CH:24]=[CH:25][C:20]([F:19])=[CH:21][CH:22]=3)[CH:9]=[CH:8][C:6]=2[N:7]=1 |f:2.3.4,^1:45,47,66,85|. Starting materials: NC=1N=C(C2=C(N1)C=CC(=N2)Cl)OCC(F)(F)F (2-amino-4-(trifluoroethoxy)-6-chloro-pyrido[3,2-d]pyrimidine), FC1=CC=C(C=C1)B(O)O (4-fluorophenyl boronic acid), C([O-])([O-])=O.[K+].[K+] (potassium carbonate). Procedure details: To a degassed suspension of 2-amino-4-(trifluoroethoxy)-6-chloro-pyrido[3,2-d]pyrimidine (24 mg, 0.1 mmol), 4-fluorophenyl boronic acid (21 mg, 0.15 mmol), and potassium carbonate (280 mg, 2.03 mmol) in a mixture of dioxane (15 ml) and water (5 ml) was added a catalytic amount of tetrakis(triphenylphosphine)palladium(0) (20 mg, 0.017 mmol). The mixture was refluxed for 45 minutes. The solvents were evaporated in vacuo, and the crude residue was purified by preparative TLC, using a mixture of met...